The task is: describe an organic reaction: reactants, conditions, products, and yield. This data is from the Open Reaction Database (ORD), a public repository of structured organic reaction records. Starting materials: CCOC(=O)N1CCC(NC(C)=O)CC1, CC#N, CC(C)O, CCOC(C)=O, O=S(Cl)Cl. The product is CCOC(=O)N1CCC(C#N)CC1. As a reaction SMILES: [C:1]([NH:2][CH:5]1[CH2:6][CH2:7][N:8]([C:11](=[O:12])[O:13][CH2:14][CH3:15])[CH2:9][CH2:10]1)(=[O:3])[CH3:4].[CH3:16][C:17]#[N:18].[CH3:23][CH:24]([OH:25])[CH3:26].[CH3:27][CH2:28][O:29][C:30](=[O:31])[CH3:32].[S:19]([Cl:20])([Cl:21])=[O:22]>>[CH:5]1([C:17]#[N:18])[CH2:6][CH2:7][N:8]([C:11](=[O:12])[O:13][CH2:14][CH3:15])[CH2:9][CH2:10]1. The reactants are CNC1=CC=C(C=C1)OC12CC3CC(CC(C1)C3)C2 (N-methyl-p-(1-adamantyloxyl)aniline), CN(C)C=O (DMF), N-(2-butynyl)-N-methyl-p-(1-adamontyloxy)aniline, C(=O)([O-])[O-].[K+].[K+] (K2CO3), BrCC#CC (1-bromo-2-butyne). The solvent is C1=CC=CC=C1 (C6H6). Yields the product C(C#CC)N(C1=CC=C(C=C1)OC12CC3CC(CC(C1)C3)C2)C (N-(2-Butynyl)-N-methyl-p-(1-adamantyloxy)aniline). As a reaction SMILES: [CH3:1][NH:2][C:3]1[CH:8]=[CH:7][C:6]([O:9][C:10]23[CH2:19][CH:14]4[CH2:15][CH:16]([CH2:18][CH:12]([CH2:13]4)[CH2:11]2)[CH2:17]3)=[CH:5][CH:4]=1.C([O-])([O-])=O.[K+].[K+].Br[CH2:27][C:28]#[C:29][CH3:30].CN(C=O)C>C1C=CC=CC=1>[CH2:27]([N:2]([CH3:1])[C:3]1[CH:4]=[CH:5][C:6]([O:9][C:10]23[CH2:11][CH:12]4[CH2:18][CH:16]([CH2:15][CH:14]([CH2:13]4)[CH2:19]2)[CH2:17]3)=[CH:7][CH:8]=1)[C:28]#[C:29][CH3:30] |f:1.2.3|. Reported procedure: A mixture of 2.0 g. (0.0079 mole) of N-methyl-p-(1-adamantyloxyl)aniline, 1.07 g. K2CO3 and 1.03 g. of 1-bromo-2-butyne in 10 ml. DMF and 40 ml. C6H6 was heated at reflux for 17 hours. The mixture was allowed to cool and washed well with H2O and brine. The gum which remained when the organic layer was taken to dryness was dissolved in Et2O. The solid which precipitated on addition of HCl in Et2O was recrystallized from CH2Cl2 :EtOAc. There was obtained 2.09 g. (77%) of N-(2-butynyl)-N-methyl-p-(...